Dataset: the Open Reaction Database (ORD), a public repository of structured organic reaction records. Task: describe an organic reaction: reactants, conditions, products, and yield Starting materials: C([O-])([O-])=O.[K+].[K+] (Potassium carbonate), BrC=1C=C(OC1)C=1N(C(C2=C(C=CC=C2C1)Cl)=O)CC1=C(C=C(C=C1)F)F (3-(4-bromofuran-2-yl)-8-chloro-2-(2,4-difluorobenzyl)-2H-isoquinolin-1-one), C(C)SC=1C=C(C=C(C1)C(F)(F)F)B1OC(C(O1)(C)C)(C)C (2-(3-ethylsulfanyl-5-trifluoromethylphenyl)-4,4,5,5-tetramethyl-[1,3,2]dioxaborolane), O (H2O). The reagents and catalysts are C1=CC=C(C=C1)P([C-]2C=CC=C2)C3=CC=CC=C3.C1=CC=C(C=C1)P([C-]2C=CC=C2)C3=CC=CC=C3.Cl[Pd]Cl.[Fe+2] (Dichloro[1,1′-bis(diphenylphosphino)ferrocene]palladium). Run in C1CCOC1 (THF). Run at time 16 hour. Yields the product ClC=1C=CC=C2C=C(N(C(C12)=O)CC1=C(C=C(C=C1)F)F)C=1OC=C(C1)C1=CC(=CC(=C1)C(F)(F)F)SCC (8-chloro-2-(2,4-difluorobenzyl)-3-[4-(3-ethylsulfanyl-5-trifluoromethylphenyl)furan-2-yl]-2H-isoquinolin-1-one). Yield: 42.2%. As a reaction SMILES: C(=O)([O-])[O-].[K+].[K+].Br[C:8]1[CH:9]=[C:10]([C:13]2[N:14]([CH2:25][C:26]3[CH:31]=[CH:30][C:29]([F:32])=[CH:28][C:27]=3[F:33])[C:15](=[O:24])[C:16]3[C:21]([CH:22]=2)=[CH:20][CH:19]=[CH:18][C:17]=3[Cl:23])[O:11][CH:12]=1.[CH2:34]([S:36][C:37]1[CH:38]=[C:39](B2OC(C)(C)C(C)(C)O2)[CH:40]=[C:41]([C:43]([F:46])([F:45])[F:44])[CH:42]=1)[CH3:35].O>C1COCC1.C1C=CC(P(C2C=CC=CC=2)[C-]2C=CC=C2)=CC=1.C1C=CC(P(C2C=CC=CC=2)[C-]2C=CC=C2)=CC=1.Cl[Pd]Cl.[Fe+2]>[Cl:23][C:17]1[CH:18]=[CH:19][CH:20]=[C:21]2[C:16]=1[C:15](=[O:24])[N:14]([CH2:25][C:26]1[CH:31]=[CH:30][C:29]([F:32])=[CH:28][C:27]=1[F:33])[C:13]([C:10]1[O:11][CH:12]=[C:8]([C:39]3[CH:40]=[C:41]([C:43]([F:45])([F:44])[F:46])[CH:42]=[C:37]([S:36][CH2:34][CH3:35])[CH:38]=3)[CH:9]=1)=[CH:22]2 |f:0.1.2,7.8.9.10|. Procedure: Potassium carbonate (62 mg, 0.45 mmol), 3-(4-bromofuran-2-yl)-8-chloro-2-(2,4-difluorobenzyl)-2H-isoquinolin-1-one (61 mg, 0.14 mmol), and 2-(3-ethylsulfanyl-5-trifluoromethylphenyl)-4,4,5,5-tetramethyl-[1,3,2]dioxaborolane (59 mg, 0.18 mmol) were combined in a mixture of THF (3 mL), and H2O (1 mL). The resulting biphasic mixture was sparged with nitrogen for 10 minutes. Dichloro[1,1′-bis(diphenylphosphino)ferrocene]palladium (II) dichloromethane adduct (12 mg, 15 μmol) was then added to afford ... The reactants are N#Cc1c(N2CCOC(CO)C2)sc(C(N)=O)c1-c1ccc(Cl)cc1Cl, COC(OC)N(C)C. The product is CN(C)C=NC(=O)c1sc(N2CCOC(CO)C2)c(C#N)c1-c1ccc(Cl)cc1Cl. RXN SMILES: [C:1](#[N:2])[c:3]1[c:4](-[c:19]2[c:20]([Cl:26])[cH:21][c:22]([Cl:25])[cH:23][cH:24]2)[c:5]([C:16](=[O:17])[NH2:18])[s:6][c:7]1[N:8]1[CH2:9][CH:10]([CH2:14][OH:15])[O:11][CH2:12][CH2:13]1.[CH3:27][O:28][CH:29]([N:30]([CH3:31])[CH3:32])[O:33][CH3:34]>>[C:1](#[N:2])[c:3]1[c:4](-[c:19]2[c:20]([Cl:26])[cH:21][c:22]([Cl:25])[cH:23][cH:24]2)[c:5]([C:16](=[O:17])[N:18]=[CH:29][N:30]([CH3:31])[CH3:32])[s:6][c:7]1[N:8]1[CH2:9][CH:10]([CH2:14][OH:15])[O:11][CH2:12][CH2:13]1. Starting materials: C(C)N(C1=NC(=CC(=N1)N1CCNCC1)Cl)CC (2-diethylamino-4-piperazino-6-chloropyrimidine), N1CCCC1 (pyrrolidine). Reported procedure: A solution of 2-diethylamino-4-piperazino-6-chloropyrimidine (4.10 g) in pyrrolidine (4.10 g) is heated at 100° for 12 h. The mixture is concentrated and the residue is partitioned between aqueous sodium bicarbonate and methylene chloride. The phases are separated and the organic phase is dried and concentrated to give the title compound, NMR (CDCl3) 1.15, 1.90, 2.90, 3.45, 3.70 and 4.75 δ. RXN SMILES: [CH2:1]([N:3]([CH2:17][CH3:18])[C:4]1[N:9]=[C:8]([N:10]2[CH2:15][CH2:14][NH:13][CH2:12][CH2:11]2)[CH:7]=[C:6](Cl)[N:5]=1)[CH3:2].[NH:19]1[CH2:23][CH2:22][CH2:21][CH2:20]1>>[CH2:1]([N:3]([CH2:17][CH3:18])[C:4]1[N:9]=[C:8]([N:10]2[CH2:15][CH2:14][NH:13][CH2:12][CH2:11]2)[CH:7]=[C:6]([N:19]2[CH2:23][CH2:22][CH2:21][CH2:20]2)[N:5]=1)[CH3:2]. The product is C(C)N(C1=NC(=CC(=N1)N1CCNCC1)N1CCCC1)CC (4-[2-(Diethylamino)-6-(1-pyrrolidinyl)pyrimidinyl]piperazine). The reactants are CN(C)S(=O)(=O)n1cnc(Cc2cccs2)c1, Cl, [Na+], [OH-]. Yields the product c1csc(Cc2c[nH]cn2)c1. RXN SMILES: [CH3:1][N:2]([CH3:3])[S:4](=[O:5])([n:6]1[cH:7][n:8][c:9]([CH2:11][c:12]2[s:13][cH:14][cH:15][cH:16]2)[cH:10]1)=[O:17].[ClH:20].[Na+:19].[OH-:18]>>[nH:6]1[cH:7][n:8][c:9]([CH2:11][c:12]2[s:13][cH:14][cH:15][cH:16]2)[cH:10]1. The reactants are C(CCC)=O (butyraldehyde), C(C)(=O)O (acetic acid), BrC1=C(C=C(C=C1)C(F)(F)F)F (1-bromo-2-fluoro-4-(trifluoromethyl)benzene), C(CCC)[Li] (butyllithium). Run in C1CCOC1 (THF), C1CCOC1 (THF), C1CCOC1 (THF), C1CCOC1 (THF), O (water). Conditions: temperature -78 celsius, time 15 minute. Yields the product FC1=C(C=CC(=C1)C(F)(F)F)C(CCC)O (1-[2-fluoro-4-(trifluoromethyl)-phenyl]butanol). As a reaction SMILES: Br[C:2]1[CH:7]=[CH:6][C:5]([C:8]([F:11])([F:10])[F:9])=[CH:4][C:3]=1[F:12].C([Li])CCC.[CH:18](=[O:22])[CH2:19][CH2:20][CH3:21].C(O)(=O)C>C1COCC1.O>[F:12][C:3]1[CH:4]=[C:5]([C:8]([F:11])([F:10])[F:9])[CH:6]=[CH:7][C:2]=1[CH:18]([OH:22])[CH2:19][CH2:20][CH3:21]. Reported procedure: To a solution of 1-bromo-2-fluoro-4-(trifluoromethyl)benzene (0.30 mL, 2.1 mmol) in THF (6 mL) was added dropwise 1.5M butyllithium in THF (1.65 mL) at −78° C. The mixture was stirred at −78° C. for 15 minutes, to which was added a solution of butyraldehyde (0.18 mL, 2.5 mmol) in THF (2 ml) at −78° C. After stirring at −78° C. for 30 minutes, the mixture was treated with acetic acid (1 mL)/THF (2 mL), and then followed by water at room temperature. The organic layer was separated, and the aqueou... The solvent is O (water), C(C)OCC (Diethyl ether), CN(C)C=O (DMF). Reported procedure: Copper (I) iodide (10 mg, 0.05 mmol, 5 mol %), anhydrous fine powder potassium phosphate (425 mg, 2.0 mmol) and 2,6-dimethylphenol (24 mg, 0.2 mmol, 20 mol %) were put into a screw-capped test tube with a Teflon septum. The tube was evacuated and back-filled with argon (3 cycles). Anhydrous DMF (1.0 mL), bromobenzene (105 μL, 1.0 mmol) and n-hexylamine (158 μL, 1.2 mmol) were added by micro-syringe at room temperature. The reaction mixture was heated at 100° C. for 18 hours. The reaction mixture... Starting materials: CCCCCCCCCCCC (dodecane), BrC1=CC=CC=C1 (bromobenzene), C(CCCCC)N (n-hexylamine), P(=O)([O-])([O-])[O-].[K+].[K+].[K+] (potassium phosphate), CC1=C(C(=CC=C1)C)O (2,6-dimethylphenol), Teflon. Run at temperature 100 celsius. Reagents/catalysts: [Cu]I (Copper (I) iodide). RXN SMILES: P([O-])([O-])([O-])=O.[K+].[K+].[K+].C[C:10]1[CH:15]=[CH:14][CH:13]=[C:12]([CH3:16])[C:11]=1O.BrC1C=CC=CC=1.[CH2:25]([NH2:31])[CH2:26][CH2:27][CH2:28][CH2:29]C.CCCCCCCCCCCC>[Cu]I.O.C(OCC)C.CN(C=O)C>[C:12]1([CH2:16][CH2:29][CH2:28][CH2:27][CH2:26][CH2:25][NH2:31])[CH:11]=[CH:10][CH:15]=[CH:14][CH:13]=1 |f:0.1.2.3|. Product: C1(=CC=CC=C1)CCCCCCN (N-phenylhexylamine).